Dataset: the Open Reaction Database (ORD), a public repository of structured organic reaction records. Task: describe an organic reaction: reactants, conditions, products, and yield The product is Cl, CC(C)(O)C(N)CO. The reactants are CCO, Cl, CC(C)(C)OC(=O)N1C(C(C)(C)O)COC1(C)C. RXN SMILES: [CH3:20][CH2:21][OH:22].[ClH:19].[OH:1][C:2]([CH3:3])([CH3:4])[CH:5]1[N:6]([C:12]([O:13][C:14]([CH3:15])([CH3:16])[CH3:17])=[O:18])[C:7]([CH3:10])([CH3:11])[O:8][CH2:9]1>>[ClH:19].[OH:1][C:2]([CH3:3])([CH3:4])[CH:5]([NH2:6])[CH2:9][OH:8]. The reactants are [Na] (Sodium), CC(CC)O (2-butanol), BrCC(=O)O (bromoacetic acid), CC(CC)O (2-butanol). Conditions: time 8 hour. The product is CC(CC)OCC(=O)O ((1-Methylpropoxy)acetic acid). As a reaction SMILES: [Na].Br[CH2:3][C:4]([OH:6])=[O:5].[CH3:7][CH:8]([OH:11])[CH2:9][CH3:10]>>[CH3:7][CH:8]([O:11][CH2:3][C:4]([OH:6])=[O:5])[CH2:9][CH3:10] |^1:0|. Reported procedure: To a 3-neck 1-liter round-bottom flask equipped with a mechanical stirrer, reflux condenser and addition funnel was added 500 ml of 2-butanol under nitrogen. Sodium spheres (3.31 g, 0.144 moles) were then added and the mixture heated at reflux for 6 hours and then stirred at room temperature overnight. A solution of bromoacetic acid (10.00 g, 0.072 moles) in 10 ml of 2-butanol was then added dropwise and the mixture stirred at room temperature for 24 hours. The mixture was then concentrated in v... Starting materials: O=C(OCC)C=1C=CC2=C(C=CN2C)C1. The reagents and catalysts are N=1C=CC(=CC1C=2N=CC=C(C2)C(C)(C)C)C(C)(C)C, O1B(OC(C)(C)C1(C)C)B2OC(C)(C)C(O2)(C)C, C[OH2+].C[OH2+].C1CC=CCCC=C1.C1CC=CCCC=C1.[Ir].[Ir]. Run in O1CCCC1. Conditions: temperature 80 celsius, time 12 hour. Yields the product O=C(OCC)C=1C=CC2=C(C1)C=C(B3OC(C)(C)C(O3)(C)C)N2C. Yield: 96.0%. The reactants are O (water), S(O)(O)(=O)=O (sulfuric acid), [Cr](=O)(=O)([O-])O[Cr](=O)(=O)[O-].[K+].[K+] (potassium dichromate), C1(C=2C(C(N1C1CCC(CC1)O)=O)=CC=CC2)=O (4-(phthalimido)-cyclohexanol). The solvent is C(Cl)(Cl)Cl (chloroform). Reaction conditions: time 3 hour. Yields the product C1(C=2C(C(N1C1CCC(CC1)=O)=O)=CC=CC2)=O (4-(Phthalimido)-cyclohexanone). RXN SMILES: [C:1]1(=[O:18])[N:5]([CH:6]2[CH2:11][CH2:10][CH:9]([OH:12])[CH2:8][CH2:7]2)[C:4](=[O:13])[C:3]2=[CH:14][CH:15]=[CH:16][CH:17]=[C:2]12.O.S(=O)(=O)(O)O.[Cr](O[Cr]([O-])(=O)=O)([O-])(=O)=O.[K+].[K+]>C(Cl)(Cl)Cl>[C:4]1(=[O:13])[N:5]([CH:6]2[CH2:7][CH2:8][C:9](=[O:12])[CH2:10][CH2:11]2)[C:1](=[O:18])[C:2]2=[CH:17][CH:16]=[CH:15][CH:14]=[C:3]12 |f:3.4.5|. Reported procedure: 95 g (0.388 Mol) of 4-(phthalimido)-cyclohexanol are dissolved in 600 ml of chloroform and, after the addition of 450 ml of water and 120 ml of sulfuric acid, 90 g (0.3 Mol) of potassium dichromate are added in batches. The internal temperature of the mixture is maintained at between 25° and 30° C. by slight cooling. The mixture is stirred for a further 3 hours, then the chloroform phase is separated off and the mixture extracted twice more with chloroform. After drying and concentration of the ... The reactants are O1C(OCC1)C1=CC=C(C#N)C=C1 (4-(1,3-dioxolan-2-yl)benzonitrile), C(C1=CC=CC=C1)[Mg]Cl (benzyl magnesium chloride), C1CCOC1 (THF). Product: ethyl acetate hexanes, O1C(OCC1)C1=CC=C(C=C1)C(CC1=CC=CC=C1)=O (1-[4-(1,3-dioxolan-2-yl)phenyl]-2-phenylethanone). Isolated yield 10.0%. As a reaction SMILES: [O:1]1[CH2:5][CH2:4][O:3][CH:2]1[C:6]1[CH:13]=[CH:12][C:9]([C:10]#N)=[CH:8][CH:7]=1.[CH2:14]([Mg]Cl)[C:15]1[CH:20]=[CH:19][CH:18]=[CH:17][CH:16]=1.C1C[O:26]CC1>>[O:1]1[CH2:5][CH2:4][O:3][CH:2]1[C:6]1[CH:13]=[CH:12][C:9]([C:10](=[O:26])[CH2:14][C:15]2[CH:20]=[CH:19][CH:18]=[CH:17][CH:16]=2)=[CH:8][CH:7]=1. Procedure details: To a solution of 4-(1,3-dioxolan-2-yl)benzonitrile (5.0 g, 28.54 mmol) in anhydrous THF (100 mL) was added benzyl magnesium chloride (36 mL, 20% wt solution in THF, 43 mmol) slowly at 0° C. After one hour the mixture was warmed to room temperature. After four hours the mixture was cooled to 0° C. and quenched with saturated NH4Cl. The mixture was warmed to room temperature and extracted with ethyl acetate (3×). The combined organic layers were dried (MgSO4), filtered, and concentrated. Flash col...